From a dataset of the Open Reaction Database (ORD), a public repository of structured organic reaction records. describe an organic reaction: reactants, conditions, products, and yield Reactants: [N+](=O)([O-])C=1C=C(C=CC1)C1=CC=CC=2N1N=C(N2)NC2=CC=CC=C2 (5-(3-nitrophenyl)-N-phenyl-[1,2,4]triazolo[1,5-a]pyridin-2-amine), [Cl-].[NH4+] (ammonium chloride), NC=1C=C(C=CC1)C1=CC=CC=2N1N=C(N2)NC2=CC=CC=C2 (5-(3-Aminophenyl)-N-phenyl-[1,2,4]triazolo[1,5-a]pyridin-2-amine), O1C=C(C=C1)C1=CC=CC=2N1N=C(N2)NC2=CC=CC=C2 (5-(furan-3-yl)-N-phenyl-[1,2,4]triazolo[1,5-a]pyridin-2-amine), BrC1=CC=CC=2N1N=C(N2)N (5-bromo-[1,2,4]triazolo[1,5-a]pyridin-2-amine), [N+](=O)([O-])C=1C=C(C=CC1)B(O)O (3-nitro-phenylboronic acid), C1(=CC=CC=C1)Br (phenyl bromide). Reagents/catalysts: [Zn] (zinc). Run in CO (methanol), O1CCCC1 (tetrahydrofuran). Yields the product C1(=CC=CC=C1)NC1=NN2C(C=CC=C2)=N1 (N-phenyl-[1,2,4]triazolo[1,5-a]pyridin-2-amine). RXN SMILES: NC1C=C([C:8]2[N:13]3[N:14]=[C:15]([NH:17][C:18]4[CH:23]=[CH:22][CH:21]=[CH:20][CH:19]=4)[N:16]=[C:12]3[CH:11]=[CH:10][CH:9]=2)C=CC=1.BrC1N2N=C(N)N=C2C=CC=1.[N+](C1C=C(B(O)O)C=CC=1)([O-])=O.C1(Br)C=CC=CC=1.O1C=CC(C2N3N=C(NC4C=CC=CC=4)N=C3C=CC=2)=C1.[N+](C1C=C(C2N3N=C(NC4C=CC=CC=4)N=C3C=CC=2)C=CC=1)([O-])=O.[Cl-].[NH4+]>CO.O1CCCC1.[Zn]>[C:18]1([NH:17][C:15]2[N:16]=[C:12]3[CH:11]=[CH:10][CH:9]=[CH:8][N:13]3[N:14]=2)[CH:19]=[CH:20][CH:21]=[CH:22][CH:23]=1 |f:6.7|. Procedure details: 5-(3-Aminophenyl)-N-phenyl-[1,2,4]triazolo[1,5-a]pyridin-2-amine. 543-Nitrophenyl)-N-phenyl-[1,2,4]triazolo[1,5-a]pyridin-2-amine was prepared from 5-bromo-[1,2,4]triazolo[1,5-a]pyridin-2-amine, 3-nitro-phenylboronic acid and phenyl bromide according to the procedure described for the synthesis of 5-(furan-3-yl)-N-phenyl-[1,2,4]triazolo[1,5-a]pyridin-2-amine. A mixture of 5-(3-nitrophenyl)-N-phenyl-[1,2,4]triazolo[1,5-a]pyridin-2-amine (170 mg, 0.51 mmol), zinc dust (338 mg, 5.1 mmol), and ammon...